From a dataset of the Open Reaction Database (ORD), a public repository of structured organic reaction records. describe an organic reaction: reactants, conditions, products, and yield Starting materials: O=C([O-])[O-], CS(C)=O, Fc1cnc(Cl)nc1-c1cnc2c(Cl)cccn12, [K+], [K+], CC(N)c1cccc(N)c1. Yields the product CC(Nc1ncc(F)c(-c2cnc3c(Cl)cccn23)n1)c1cccc(N)c1. As a reaction SMILES: [C:29](=[O:30])([O-:31])[O-:32].[CH3:35][S:36]([CH3:37])=[O:38].[Cl:1][c:2]1[c:3]2[n:4]([cH:5][cH:6][cH:7]1)[c:8](-[c:11]1[n:12][c:13]([Cl:18])[n:14][cH:15][c:16]1[F:17])[cH:9][n:10]2.[K+:33].[K+:34].[NH2:19][CH:20]([CH3:21])[c:22]1[cH:23][c:24]([NH2:25])[cH:26][cH:27][cH:28]1>>[Cl:1][c:2]1[c:3]2[n:4]([cH:5][cH:6][cH:7]1)[c:8](-[c:11]1[n:12][c:13]([NH:19][CH:20]([CH3:21])[c:22]3[cH:23][c:24]([NH2:25])[cH:26][cH:27][cH:28]3)[n:14][cH:15][c:16]1[F:17])[cH:9][n:10]2. The reactants are CC#N, O=S(=O)(OCC(F)(F)F)C(Cl)(Cl)Cl, NC1CCC(CNc2nc(NCc3ccccc3OC(F)(F)F)ncc2[N+](=O)[O-])CC1. Yields the product O=[N+]([O-])c1cnc(NCc2ccccc2OC(F)(F)F)nc1NCC1CCC(NCC(F)(F)F)CC1. RXN SMILES: [CH3:45][C:46]#[N:47].[Cl:32][C:33]([Cl:34])([Cl:35])[S:36]([O:37][CH2:38][C:39]([F:40])([F:41])[F:42])(=[O:43])=[O:44].[NH2:1][CH:2]1[CH2:3][CH2:4][CH:5]([CH2:8][NH:9][c:10]2[n:11][c:12]([NH:19][CH2:20][c:21]3[c:22]([O:27][C:28]([F:29])([F:30])[F:31])[cH:23][cH:24][cH:25][cH:26]3)[n:13][cH:14][c:15]2[N+:16](=[O:17])[O-:18])[CH2:6][CH2:7]1>>[NH:1]([CH:2]1[CH2:3][CH2:4][CH:5]([CH2:8][NH:9][c:10]2[n:11][c:12]([NH:19][CH2:20][c:21]3[c:22]([O:27][C:28]([F:29])([F:30])[F:31])[cH:23][cH:24][cH:25][cH:26]3)[n:13][cH:14][c:15]2[N+:16](=[O:17])[O-:18])[CH2:6][CH2:7]1)[CH2:38][C:39]([F:40])([F:41])[F:42].